Dataset: the Open Reaction Database (ORD), a public repository of structured organic reaction records. Task: describe an organic reaction: reactants, conditions, products, and yield Reactants: CCN=C=NCCCN(C)C (WSC), C=1C=CC2=C(C1)N=NN2O (HOBt), C(C)(C)C1=C(N)C(=CC=C1)C(C)C (2,6-diisoproylaniline), BrCCCCCCCC(=O)O (8-bromooctanoic acid). Run in CN(C)C=O (DMF). Conditions: time 12 hour. Yields the product BrCCCCCCCC(=O)NC1=C(C=CC=C1C(C)C)C(C)C (8-bromo-N-(2,6-diisopropylphenyl)octanamide). The yield is 37.7%. Reaction SMILES: CCN=C=NCCCN(C)C.C1C=CC2N(O)N=NC=2C=1.[CH:22]([C:25]1[CH:31]=[CH:30][CH:29]=[C:28]([CH:32]([CH3:34])[CH3:33])[C:26]=1[NH2:27])([CH3:24])[CH3:23].[Br:35][CH2:36][CH2:37][CH2:38][CH2:39][CH2:40][CH2:41][CH2:42][C:43](O)=[O:44]>CN(C=O)C>[Br:35][CH2:36][CH2:37][CH2:38][CH2:39][CH2:40][CH2:41][CH2:42][C:43]([NH:27][C:26]1[C:25]([CH:22]([CH3:24])[CH3:23])=[CH:31][CH:30]=[CH:29][C:28]=1[CH:32]([CH3:34])[CH3:33])=[O:44]. Procedure: WSC (1.05 g, 5.5 mmols) and HOBt (743 g, 5.5 mmols) were added to a DMF (15 ml) solution of 2,6-diisoproylaniline (886 g, 5 mmols) and 8-bromooctanoic acid (1.67 g, 7.5 mmols), and stirred at room temperature for 12 hours. The reaction mixture was extracted with ether. The organic layer was washed with water, 1 N HCl, an aqueous saturated solution of sodium hydrogencarbonate and saturated saline in that order, and dried with anhydrous magnesium sulfate, and the solvent was evaporated. Then, the ... The reactants are N1CCC(CC1)NC(=O)C1=CNC2=C1N=CN=C2C2=C(C=CC=C2)OCC2CC2 (4-(2-cyclopropylmethoxy-phenyl)-5H-pyrrolo[3,2-d]pyrimidine-7-carboxylic acid piperidin-4-ylamide), ClC(=O)[C@H](C)OC(C)=O (acetic acid (S)-1-chlorocarbonyl-ethyl ester). Product: O[C@H](C(=O)N1CCC(CC1)NC(=O)C1=CNC2=C1N=CN=C2C2=C(C=CC=C2)OCC2CC2)C (4-(2-Cyclopropylmethoxy-phenyl)-5H-pyrrolo[3,2-d]pyrimidine-7-carboxylic acid [1-((S)-2-hydroxy-propionyl)-piperidin-4-yl]-amide). RXN SMILES: [NH:1]1[CH2:6][CH2:5][CH:4]([NH:7][C:8]([C:10]2[C:14]3[N:15]=[CH:16][N:17]=[C:18]([C:19]4[CH:24]=[CH:23][CH:22]=[CH:21][C:20]=4[O:25][CH2:26][CH:27]4[CH2:29][CH2:28]4)[C:13]=3[NH:12][CH:11]=2)=[O:9])[CH2:3][CH2:2]1.Cl[C:31]([C@@H:33]([O:35]C(=O)C)[CH3:34])=[O:32]>>[OH:35][C@@H:33]([CH3:34])[C:31]([N:1]1[CH2:2][CH2:3][CH:4]([NH:7][C:8]([C:10]2[C:14]3[N:15]=[CH:16][N:17]=[C:18]([C:19]4[CH:24]=[CH:23][CH:22]=[CH:21][C:20]=4[O:25][CH2:26][CH:27]4[CH2:28][CH2:29]4)[C:13]=3[NH:12][CH:11]=2)=[O:9])[CH2:5][CH2:6]1)=[O:32]. Reported procedure: Starting from 4-(2-cyclopropylmethoxy-phenyl)-5H-pyrrolo[3,2-d]pyrimidine-7-carboxylic acid piperidin-4-ylamide (example A162) and acetic acid (S)-1-chlorocarbonyl-ethyl ester the title compound is obtained as colorless solid.